This data is from the Open Reaction Database (ORD), a public repository of structured organic reaction records. The task is: describe an organic reaction: reactants, conditions, products, and yield Reactants: FC(S(=O)(=O)OC1=CC(=C2C(CC3(CCC3)OC2=C1)=O)O)(F)F (5-Hydroxy-4-oxo-3,4-dihydrospiro[chromen-2,1′-cyclobutan]-7-yl trifluoromethanesulfonate), [Cl-].[NH4+] (ammonium chloride), [Cl-].[Li+] (lithium chloride), [Br-].C1(CCCC1)[Zn+] ((cyclopentyl)zinc bromide). The reagents and catalysts are C1=CC=C(C=C1)P([C-]2C=CC=C2)C3=CC=CC=C3.C1=CC=C(C=C1)P([C-]2C=CC=C2)C3=CC=CC=C3.Cl[Pd]Cl.[Fe+2] ([1,1′-bis(diphenylphosphino)-ferrocene]dichloropalladium(II)). Solvent: O (water), Cl (hydrochloric acid), C(C)(=O)OCC (ethyl acetate), CN(C=O)C (dimethylformamide). Conditions: temperature 0 celsius, time 8 hour. Product: C1(CCCC1)C1=CC(=C2C(CC3(CCC3)OC2=C1)=O)O (7-Cyclopentyl-5-hydroxyspiro[chromen-2,1′-cyclobutan]-4(3H)-one). RXN SMILES: FC(F)(F)S(O[C:7]1[CH:19]=[C:18]2[C:10]([C:11](=[O:20])[CH2:12][C:13]3([O:17]2)[CH2:16][CH2:15][CH2:14]3)=[C:9]([OH:21])[CH:8]=1)(=O)=O.[Cl-].[Li+].[Br-].[CH:27]1([Zn+])[CH2:31][CH2:30][CH2:29][CH2:28]1.[Cl-].[NH4+]>O.Cl.C(OCC)(=O)C.C1C=CC(P(C2C=CC=CC=2)[C-]2C=CC=C2)=CC=1.C1C=CC(P(C2C=CC=CC=2)[C-]2C=CC=C2)=CC=1.Cl[Pd]Cl.[Fe+2].CN(C)C=O>[CH:27]1([C:7]2[CH:19]=[C:18]3[C:10]([C:11](=[O:20])[CH2:12][C:13]4([O:17]3)[CH2:16][CH2:15][CH2:14]4)=[C:9]([OH:21])[CH:8]=2)[CH2:31][CH2:30][CH2:29][CH2:28]1 |f:1.2,3.4,5.6,10.11.12.13|. Procedure: Under argon, 8.45 g (24.0 mmol) of 5-hydroxy-4-oxo-3,4-dihydrospiro[chromen-2,1′-cyclobutan]-7-yl trifluoromethanesulfonate (Example 44A), 3.92 g (4.8 mmol) of [1,1′-bis(diphenylphosphino)-ferrocene]dichloropalladium(II) and 6.10 g (144.0 mmol) of lithium chloride are suspended in 250 ml of abs. dimethylformamide. The mixture is cooled to 0° C., 216 ml (108 mmol) of (cyclopentyl)zinc bromide (0.5 M solution in tetrahydrofuran) are added and the mixture is stirred at room temperature overnight. S... The reactants are CC(=O)SC1CC(Cc2ccc(CNC(=O)OCc3ccc([N+](=O)[O-])cc3)c3ccccc23)N(C(=O)OCc2ccc([N+](=O)[O-])cc2)C1, CO, Cl, [Na+], C1CCOC1, [OH-]. Product: O=C(NCc1ccc(CC2CC(S)CN2C(=O)OCc2ccc([N+](=O)[O-])cc2)c2ccccc12)OCc1ccc([N+](=O)[O-])cc1. Reaction SMILES: [C:1](=[O:2])([CH3:3])[S:4][CH:5]1[CH2:6][CH:7]([CH2:23][c:24]2[cH:25][cH:26][c:27]([CH2:34][NH:35][C:36](=[O:37])[O:38][CH2:39][c:40]3[cH:41][cH:42][c:43]([N+:46](=[O:47])[O-:48])[cH:44][cH:45]3)[c:28]3[cH:29][cH:30][cH:31][cH:32][c:33]23)[N:8]([C:10](=[O:11])[O:12][CH2:13][c:14]2[cH:15][cH:16][c:17]([N+:20](=[O:21])[O-:22])[cH:18][cH:19]2)[CH2:9]1.[CH3:57][OH:58].[ClH:51].[Na+:50].[O:52]1[CH2:53][CH2:54][CH2:55][CH2:56]1.[OH-:49]>>[SH:4][CH:5]1[CH2:6][CH:7]([CH2:23][c:24]2[cH:25][cH:26][c:27]([CH2:34][NH:35][C:36](=[O:37])[O:38][CH2:39][c:40]3[cH:41][cH:42][c:43]([N+:46](=[O:47])[O-:48])[cH:44][cH:45]3)[c:28]3[cH:29][cH:30][cH:31][cH:32][c:33]23)[N:8]([C:10](=[O:11])[O:12][CH2:13][c:14]2[cH:15][cH:16][c:17]([N+:20](=[O:21])[O-:22])[cH:18][cH:19]2)[CH2:9]1. Starting materials: N1CCOCC1 (Morpholine), C(C)(=O)O[BH-](OC(C)=O)OC(C)=O.[Na+] (sodium triacetoxyborohydride), C(C)(=O)O (acetic acid), FC1=CC=C(C=C1)COC1=C(C(=O)NC2=CN=NC=C2)C=C(C=C1)C=O (2-{[(4-Fluorophenyl)methyl]oxy}-5-formyl-N-4-pyridazinylbenzamide). Run in ClCCCl (DCE), ClCCl (dichloromethane), C(O)([O-])=O.[Na+] (sodium hydrogen carbonate). Conditions: time 10 minute. Product: FC1=CC=C(C=C1)COC1=C(C(=O)NC2=CN=NC=C2)C=C(C=C1)CN1CCOCC1 (2-{[(4-Fluorophenyl)methyl]oxy}-5-(4-morpholinylmethyl)-N-4-pyridazinyl benzamide). As a reaction SMILES: [NH:1]1[CH2:6][CH2:5][O:4][CH2:3][CH2:2]1.C(O)(=O)C.[F:11][C:12]1[CH:17]=[CH:16][C:15]([CH2:18][O:19][C:20]2[CH:34]=[CH:33][C:32]([CH:35]=O)=[CH:31][C:21]=2[C:22]([NH:24][C:25]2[CH:30]=[CH:29][N:28]=[N:27][CH:26]=2)=[O:23])=[CH:14][CH:13]=1.C(O[BH-](OC(=O)C)OC(=O)C)(=O)C.[Na+]>ClCCCl.ClCCl.C(=O)([O-])O.[Na+]>[F:11][C:12]1[CH:13]=[CH:14][C:15]([CH2:18][O:19][C:20]2[CH:34]=[CH:33][C:32]([CH2:35][N:1]3[CH2:6][CH2:5][O:4][CH2:3][CH2:2]3)=[CH:31][C:21]=2[C:22]([NH:24][C:25]2[CH:30]=[CH:29][N:28]=[N:27][CH:26]=2)=[O:23])=[CH:16][CH:17]=1 |f:3.4,7.8|. Procedure details: Morpholine (0.07 ml, 0.85 mmol) followed by acetic acid (0.03 ml, 0.57 mmol) were added to a suspension of 2-([(4-fluorophenyl)methyl]oxy)-5-formyl-N-4-pyridazinylbenzamide (may be prepared as described in Example 84; 200 mg, 0.57 mmol) in DCE (10 ml). The mixture was stirred at room temperature for 10 min and then sodium triacetoxyborohydride (133 mg, 0.63 mmol) was added. The mixture was warmed to 50° C. for 3 hrs. The reaction mixture was diluted with dichloromethane (25 ml) and saturated sod... Reactants: O=C(OC)C1=CN(C=2C=CC=CC12)[Si](C(C)C)(C(C)C)C(C)C. The reagents and catalysts are N=1C=CC=C2C=CC=3C=CC=NC3C12, O1B(OC(C)(C)C1(C)C)B2OC(C)(C)C(O2)(C)C, O1BOC(C)(C)C1(C)C, C[OH2+].C[OH2+].C1CC=CCCC=C1.C1CC=CCCC=C1.[Ir].[Ir]. Run in CCCCCC. Reaction conditions: temperature 80 celsius, time 24 hour. Yields the product O=C(OC)C1=CN(C=2C=C(C=CC12)B3OC(C)(C)C(O3)(C)C)[Si](C(C)C)(C(C)C)C(C)C, O=C(OC)C1=CN(C=2C=CC(=CC12)B3OC(C)(C)C(O3)(C)C)[Si](C(C)C)(C(C)C)C(C)C. Isolated yield 6.0%. Yields the product CCOC(=O)NCCOc1ccc(OCC=C(C)C)cc1. Reaction SMILES: [C:23](=[O:24])([O-:25])[O-:26].[CH3:1][C:2](=[CH:3][CH2:4][O:5][c:6]1[cH:7][cH:8][c:9]([OH:12])[cH:10][cH:11]1)[CH3:13].[Cl:14][CH2:15][CH2:16][NH:17][C:18]([O:19][CH2:20][CH3:21])=[O:22].[K+:27].[K+:28].[OH2:29]>>[CH3:1][C:2](=[CH:3][CH2:4][O:5][c:6]1[cH:7][cH:8][c:9]([O:12][CH2:15][CH2:16][NH:17][C:18]([O:19][CH2:20][CH3:21])=[O:22])[cH:10][cH:11]1)[CH3:13]. Starting materials: O=C([O-])[O-], CC(C)=CCOc1ccc(O)cc1, CCOC(=O)NCCCl, [K+], [K+], O. The reagents and catalysts are [Pd] (palladium on carbon). Starting materials: [H][H] (hydrogen), [H][H] (hydrogen), 10, CN(CCCOC1=C(C=CC=C1)C1SCC(N1CCC1=CC=C(C=C1)[N+](=O)[O-])=O)CC (2-[2-[3-(methylethylamino)propoxy]phenyl]-3-[2-(4-nitrophenyl)ethyl]-4-thiazolidinone). Procedure: A suspension of 10 parts of 2-[2-[3-(methylethylamino)propoxy]phenyl]-3-[2-(4-nitrophenyl)ethyl]-4-thiazolidinone (see Example 19) in 100 ml of ethanol is treated with 1 part of 5% palladium on carbon and placed under 3 atmospheres of gaseous hydrogen. The mixture is shaken until one equivalent of hydrogen is consumed, filtered and the solvent evaporated under reduced pressure to give the title compound. Product: CN(CCCOC1=C(C=CC=C1)C1SCC(N1CCC1=CC=C(C=C1)N)=O)CC (2-[2-[3-(methylethylamino)propoxy]phenyl]-3-[2-[4-aminophenyl)ethyl]-4-thiazolidinone). RXN SMILES: [CH3:1][N:2]([CH2:30][CH3:31])[CH2:3][CH2:4][CH2:5][O:6][C:7]1[CH:12]=[CH:11][CH:10]=[CH:9][C:8]=1[CH:13]1[N:17]([CH2:18][CH2:19][C:20]2[CH:25]=[CH:24][C:23]([N+:26]([O-])=O)=[CH:22][CH:21]=2)[C:16](=[O:29])[CH2:15][S:14]1.[H][H]>C(O)C.[Pd]>[CH3:1][N:2]([CH2:30][CH3:31])[CH2:3][CH2:4][CH2:5][O:6][C:7]1[CH:12]=[CH:11][CH:10]=[CH:9][C:8]=1[CH:13]1[N:17]([CH2:18][CH2:19][C:20]2[CH:21]=[CH:22][C:23]([NH2:26])=[CH:24][CH:25]=2)[C:16](=[O:29])[CH2:15][S:14]1. Solvent: C(C)O (ethanol). Starting materials: [F-].[K+] (potassium fluoride), ClC(C(=O)[O-])(F)F.[Na+] (sodium chlorodifluoroacetate), BrC1=CC=C(C=C1)C(C(F)(F)F)=O (1-(4-Bromo-phenyl)-2,2,2-trifluoro-ethanone), C1(=CC=CC=C1)P(C1=CC=CC=C1)C1=CC=CC=C1 (triphenylphosphine). The solvent is O (water), COCCOCCOC (diglyme), O (water), COCCOCCOC (diglyme). Run at temperature 150 celsius, time 1 hour. The product is BrC1=CC=C(C=C1)C(C(F)(F)F)C(F)(F)F (1-Bromo-4-(2,2,2-trifluoro-1-trifluoromethyl-ethyl)-benzene). RXN SMILES: [Br:1][C:2]1[CH:7]=[CH:6][C:5]([C:8](=O)[C:9]([F:12])([F:11])[F:10])=[CH:4][CH:3]=1.C1(P(C2C=CC=CC=2)C2C=CC=CC=2)C=CC=CC=1.Cl[C:34]([F:39])([F:38])C([O-])=O.[Na+].[F-:41].[K+]>COCCOCCOC.O>[Br:1][C:2]1[CH:7]=[CH:6][C:5]([CH:8]([C:34]([F:39])([F:41])[F:38])[C:9]([F:12])([F:11])[F:10])=[CH:4][CH:3]=1 |f:2.3,4.5|. Procedure details: 1-(4-Bromo-phenyl)-2,2,2-trifluoro-ethanone (500 mg, 2 mmol) and triphenylphosphine (1.05 g, 4 mmol) were dissolved in diglyme (25 ml) and heated to 150° C. in a three-neck flask fitted with both an addition funnel and a reflux condenser under nitrogen. A solution of sodium chlorodifluoroacetate, dissolved in diglyme (13 ml), was slowly added via the addition funnel. The addition took about one hour. After it was complete, the reaction mixture was allowed to stir for an additional hour. It was t...